Dataset: the Open Reaction Database (ORD), a public repository of structured organic reaction records. Task: describe an organic reaction: reactants, conditions, products, and yield The reactants are S(=O)(Cl)Cl (thionyl chloride), S(=O)(Cl)Cl (thionyl chloride), S(=O)(Cl)Cl (thionyl chloride), C(CCCCCCCCCCCCCCCCCCCCC)(=O)O (docosanoic acid). Solvent: O (water). Run at temperature 45 celsius, time 70 minute. Product: acyl chloride, C(CCCCCCCCCCCCCCCCCCCCC)(=O)Cl (docosanoyl chloride). Reaction SMILES: S(Cl)([Cl:3])=O.[C:5]([OH:28])(=O)[CH2:6][CH2:7][CH2:8][CH2:9][CH2:10][CH2:11][CH2:12][CH2:13][CH2:14][CH2:15][CH2:16][CH2:17][CH2:18][CH2:19][CH2:20][CH2:21][CH2:22][CH2:23][CH2:24][CH2:25][CH3:26]>O>[C:5]([Cl:3])(=[O:28])[CH2:6][CH2:7][CH2:8][CH2:9][CH2:10][CH2:11][CH2:12][CH2:13][CH2:14][CH2:15][CH2:16][CH2:17][CH2:18][CH2:19][CH2:20][CH2:21][CH2:22][CH2:23][CH2:24][CH2:25][CH3:26]. Procedure details: In a dry 2-necked, round bottomed flask, equipped with a magnetic stirrer and fixed with a separatory funnel, containing 7.88 ml (108 mmol) of thionyl chloride, and a water condenser, is placed 20.44 g (60 mmol) of docosanoic acid. Addition of the thionyl chloride is completed with heating to about 45° C. over the course of about 30 minutes. When addition of the thionyl chloride is complete the mixture is heated and stirred for an additional 70 minutes. The water condenser is then replaced with ... Starting materials: C(Br)(Br)Br (bromoform), O=C1CC(CCC1)NC(OC(C)(C)C)=O (tert-butyl 3-oxocyclohexylcarbamate), FC=1C=C(C=CC1)O (3-fluorophenol), [OH-].[Na+] (NaOH), C1CCOC1 (THF). Conditions: time 8 hour. Yields the product C(C)(C)(C)OC(=O)NC1CC(CCC1)(C(=O)O)OC1=CC(=CC=C1)F (3-(tert-butoxycarbonylamino)-1-(3-fluorophenoxy)cyclohexanecarboxylic acid). Isolated yield 3.0%. Reaction SMILES: [O:1]=[C:2]1[CH2:7][CH2:6][CH2:5][CH:4]([NH:8][C:9](=[O:15])[O:10][C:11]([CH3:14])([CH3:13])[CH3:12])[CH2:3]1.[F:16][C:17]1[CH:18]=[C:19](O)[CH:20]=[CH:21][CH:22]=1.[OH-:24].[Na+].C(Br)(Br)Br.C1[CH2:34][O:33]CC1>>[C:11]([O:10][C:9]([NH:8][CH:4]1[CH2:5][CH2:6][CH2:7][C:2]([O:1][C:21]2[CH:20]=[CH:19][CH:18]=[C:17]([F:16])[CH:22]=2)([C:34]([OH:33])=[O:24])[CH2:3]1)=[O:15])([CH3:12])([CH3:14])[CH3:13] |f:2.3|. Procedure: To the mixture of tert-butyl 3-oxocyclohexylcarbamate (5 mmol, 1.065 g), 3-fluorophenol (5 mmol, 560 mg) and NaOH (25 mmol, 1 g) in THF at 0° C. was added bromoform (25 mmol, 2.2 mL) dropwise. The reaction mixture was allowed to warm to room temperature and stirred for overnight. The reaction mixture was concentrated. The product, 3-(tert-butoxycarbonylamino)-1-(3-fluorophenoxy)cyclohexanecarboxylic acid, was obtained (60 mg, 3% yield) after purification by reverse phase HPLC. Reactants: C(C1=CC=CC=C1)(=O)Cl (benzoyl chloride), [Cl-].[Al+3].[Cl-].[Cl-] (aluminum chloride), ice, CC1(OC2=C(C(C1)C1=NC=CC=C1)C=CC=C2)C (3,4-dihydro-2,2-dimethyl-4-(2-pyridyl)-2H-1-benzopyran). Solvent: [N+](=O)([O-])C (nitromethane), C(C)OCC (diethyl ether). Reaction conditions: time 5 minute. The product is C(C1=CC=CC=C1)(=O)C=1C=CC2=C(C(CC(O2)(C)C)C2=NC=CC=C2)C1 (6-benzoyl-3,4-dihydro-2,2-dimethyl-4-(2-pyridyl)-2H-1-benzopyran). Isolated yield 27.6%. Reaction SMILES: [Cl-].[Al+3].[Cl-].[Cl-].[CH3:5][C:6]1([CH3:22])[CH2:11][CH:10]([C:12]2[CH:17]=[CH:16][CH:15]=[CH:14][N:13]=2)[C:9]2[CH:18]=[CH:19][CH:20]=[CH:21][C:8]=2[O:7]1.[C:23](Cl)(=[O:30])[C:24]1[CH:29]=[CH:28][CH:27]=[CH:26][CH:25]=1>[N+](C)([O-])=O.C(OCC)C>[C:23]([C:19]1[CH:20]=[CH:21][C:8]2[O:7][C:6]([CH3:22])([CH3:5])[CH2:11][CH:10]([C:12]3[CH:17]=[CH:16][CH:15]=[CH:14][N:13]=3)[C:9]=2[CH:18]=1)(=[O:30])[C:24]1[CH:29]=[CH:28][CH:27]=[CH:26][CH:25]=1 |f:0.1.2.3|. Procedure: 264 mg of aluminum chloride were added to an ice-cooled solution of 237 mg of 3,4-dihydro-2,2-dimethyl-4-(2-pyridyl)-2H-1-benzopyran in 6 ml of nitromethane. The mixture was stirred for 5 minutes, 349 mg of benzoyl chloride were added and the stirring was continued at 0° C. for 30 minutes and at room temperature for 16 hours. The o reaction mixture was diluted with diethyl ether and washed with sodium hydroxide solution. The organic phase was dried over sodium sulphate and evaporated. The residu... Reactants: ClC1=CC(=NC2=CC=C(C=C12)C)N1CCS(C2=C(C1)C=CC=C2)(=O)=O (4-(4-chloro-6-methylquinolin-2-yl)-2,3,4,5-tetrahydro-1,4-benzothiazepine 1,1-dioxide), NCC(CN)(O)C (1,3-diamino-2-methylpropan-2-ol). The product is NCC(CNC1=CC(=NC2=CC=C(C=C12)C)N1CCS(C2=C(C1)C=CC=C2)(=O)=O)(O)C (1-Amino-3-{[2-(1,1-dioxido-2,3-dihydro-1,4-benzothiazepin-4(5H)-yl)-6-methylquinolin-4-yl]amino}-2-methylpropan-2-ol). Reaction SMILES: Cl[C:2]1[C:11]2[C:6](=[CH:7][CH:8]=[C:9]([CH3:12])[CH:10]=2)[N:5]=[C:4]([N:13]2[CH2:19][C:18]3[CH:20]=[CH:21][CH:22]=[CH:23][C:17]=3[S:16](=[O:25])(=[O:24])[CH2:15][CH2:14]2)[CH:3]=1.[NH2:26][CH2:27][C:28]([CH3:32])([OH:31])[CH2:29][NH2:30]>>[NH2:26][CH2:27][C:28]([CH3:32])([OH:31])[CH2:29][NH:30][C:2]1[C:11]2[C:6](=[CH:7][CH:8]=[C:9]([CH3:12])[CH:10]=2)[N:5]=[C:4]([N:13]2[CH2:19][C:18]3[CH:20]=[CH:21][CH:22]=[CH:23][C:17]=3[S:16](=[O:25])(=[O:24])[CH2:15][CH2:14]2)[CH:3]=1. Procedure details: The title compound was prepared in analogy to Example 11-1 in Scheme 5 by using 4-(4-chloro-6-methylquinolin-2-yl)-2,3,4,5-tetrahydro-1,4-benzothiazepine 1,1-dioxide (prepared in analogy to the one in Example 2-1) and 1,3-diamino-2-methylpropan-2-ol. MS obsd. (ESI+) [(M+H)+] 441, 1H NMR (400 MHz, CD3OD) δ ppm 7.97 (d, J=7.6 Hz, 1 H), 7.88 (d, J=7.6 Hz, 1 H), 7.60 (t, J=7.6 Hz, 1 H), 7.57 (s, 1 H), 7.43 (m, 2 H), 7.29 (dd, J=1.2, 8.4 Hz, 1 H), 6.18 (s, 1 H), 5.15 (s, 2 H), 4.53 (brs, 2 H), 3.58 (... Starting materials: NC[C@H](OC1=C2C(=NC=NC2=CC=C1)NC1=CC(=C(C=C1)OCC1=NC=CC=C1)Cl)C (5-[(1R)-2-amino-1-methylethoxy]-N-[3-chloro-4-(pyridin-2-ylmethoxy)phenyl]quinazolin-4-amine), O[C@@H]1C(=O)OCC1 ((S)-(−)-α-hydroxy-γ-butyrolactone). Yields the product ClC=1C=C(C=CC1OCC1=NC=CC=C1)NC1=NC=NC2=CC=CC(=C12)O[C@@H](CNC([C@H](CCO)O)=O)C ((2S)-N-{(2R)-2-[(4-{[3-Chloro-4-(pyridin-2-ylmethoxy)phenyl]amino}quinazolin-5-yl)oxy]propyl}-2,4-dihydroxybutanamide). The yield is 78.0%. As a reaction SMILES: [NH2:1][CH2:2][C@@H:3]([CH3:31])[O:4][C:5]1[CH:14]=[CH:13][CH:12]=[C:11]2[C:6]=1[C:7]([NH:15][C:16]1[CH:21]=[CH:20][C:19]([O:22][CH2:23][C:24]3[CH:29]=[CH:28][CH:27]=[CH:26][N:25]=3)=[C:18]([Cl:30])[CH:17]=1)=[N:8][CH:9]=[N:10]2.[OH:32][C@H:33]1[CH2:38][CH2:37][O:36][C:34]1=[O:35]>>[Cl:30][C:18]1[CH:17]=[C:16]([NH:15][C:7]2[C:6]3[C:11](=[CH:12][CH:13]=[CH:14][C:5]=3[O:4][C@H:3]([CH3:31])[CH2:2][NH:1][C:34](=[O:35])[C@@H:33]([OH:32])[CH2:38][CH2:37][OH:36])[N:10]=[CH:9][N:8]=2)[CH:21]=[CH:20][C:19]=1[O:22][CH2:23][C:24]1[CH:29]=[CH:28][CH:27]=[CH:26][N:25]=1. Procedure details: The procedure described in Example 63 was repeated using 5-[(1R)-2-amino-1-methylethoxy]-N-[3-chloro-4-(pyridin-2-ylmethoxy)phenyl]quinazolin-4-amine (obtained as described in Example 65, preparation of starting materials) and (S)-(−)-α-hydroxy-γ-butyrolactone to give the title compound in 78% yield; NMR spectrum (DMSO-d6) 1.31-1.47 (m, 4H), 1.64-1.77 (m, 1H), 3.33-3.50 (m, 3H), 3.71-3.84 (m, 1H), 3.90-4.00 (m, 1H), 4.32 (t, 1H), 4.87-4.98 (m, 1H), 5.29 (s, 2H), 5.48 (d, 1H), 7.18-7.27 (m, 2H), ... The reactants are CC1=CC=CC(=C1C(=O)OCC)OC (ethyl 6-methyl-2-methoxybenzoate), BrBr (bromine), ClC(Cl)(Cl)Cl (tetrachloromethane). Run in O (water). Reaction conditions: time 60 hour. Yields the product BrC=1C=CC(=C(C(=O)OCC)C1C)OC (Ethyl 5-bromo-6-methyl-2-methoxybenzoate). As a reaction SMILES: [CH3:1][C:2]1[C:7]([C:8]([O:10][CH2:11][CH3:12])=[O:9])=[C:6]([O:13][CH3:14])[CH:5]=[CH:4][CH:3]=1.[Br:15]Br.ClC(Cl)(Cl)Cl>O>[Br:15][C:3]1[CH:4]=[CH:5][C:6]([O:13][CH3:14])=[C:7]([C:2]=1[CH3:1])[C:8]([O:10][CH2:11][CH3:12])=[O:9]. Reported procedure: A mixture of ethyl 6-methyl-2-methoxybenzoate (8.4 g, 43.2 mmol), bromine (6.9 g, 43.2 mmol) and tetrachloromethane (170 ml) is stirred at room temperature for 60 hours. The reaction mixture is poured into water and extracted with ethyl acetate. The organic phase is separated and concentrated. The crude product is obtained as a yellow oil, 10.3 g (87.% y) and is used without further purification.